This data is from the Open Reaction Database (ORD), a public repository of structured organic reaction records. The task is: describe an organic reaction: reactants, conditions, products, and yield Starting materials: N12CCC(CC1)(C2)C(C#N)(C2=CC=CC=C2)C2=CC=CC=C2 (1-azabicyclo[2.2.1]hept-4-yl(diphenyl)acetonitrile), BrCCCO (3-bromo-1-propanol). Solvent: 2CH3CN/3CHCl3. The product is [Br-].C(#N)C(C12CC[N+](CC1)(C2)CCO)(C2=CC=CC=C2)C2=CC=CC=C2 (4-[cyano(diphenyl)methyl]-1-(2-hydroxyethyl)-1-azoniabicyclo[2.2.1]heptane bromide). The yield is 31.2%. As a reaction SMILES: [N:1]12[CH2:7][C:4]([C:8]([C:17]3[CH:22]=[CH:21][CH:20]=[CH:19][CH:18]=3)([C:11]3[CH:16]=[CH:15][CH:14]=[CH:13][CH:12]=3)[C:9]#[N:10])([CH2:5][CH2:6]1)[CH2:3][CH2:2]2.[Br:23]C[CH2:25][CH2:26][OH:27]>>[Br-:23].[C:9]([C:8]([C:17]1[CH:22]=[CH:21][CH:20]=[CH:19][CH:18]=1)([C:11]1[CH:12]=[CH:13][CH:14]=[CH:15][CH:16]=1)[C:4]12[CH2:7][N+:1]([CH2:25][CH2:26][OH:27])([CH2:6][CH2:5]1)[CH2:2][CH2:3]2)#[N:10] |f:2.3|. Procedure: Following the general procedure outlined in Example 24, 1-azabicyclo[2.2.1]hept-4-yl(diphenyl)acetonitrile (0.044 g, 0.152 mmol) and 3-bromo-1-propanol (0.020 mL, 0.282 mmol) in 2CH3CN/3CHCl3 (3.5 mL) were reacted to give the desired product (0.0196 g, 31.1%). EI-MS m/z 333 (M+) Rt (1.43 min). Reactants: COCCCCNC1=C(C=CC=C1)[N+](=O)[O-] (N-(4-methoxybutyl)-2-nitroaniline). The reagents and catalysts are [Pd] (Pd/C). The solvent is C1(=CC=CC=C1)C (toluene), C1(=CC=CC=C1)C (toluene), C1(=CC=CC=C1)C (toluene). Reaction conditions: temperature 25 celsius, time 3 hour. The product is COCCCCNC1=C(C=CC=C1)N (N-(4-methoxybutyl)-o-phenylenediamine). The yield is 100.0%. Reaction SMILES: [CH3:1][O:2][CH2:3][CH2:4][CH2:5][CH2:6][NH:7][C:8]1[CH:13]=[CH:12][CH:11]=[CH:10][C:9]=1[N+:14]([O-])=O>[Pd].C1(C)C=CC=CC=1>[CH3:1][O:2][CH2:3][CH2:4][CH2:5][CH2:6][NH:7][C:8]1[CH:13]=[CH:12][CH:11]=[CH:10][C:9]=1[NH2:14]. Reported procedure: To a toluene solution (350 mL) of N-(4-methoxybutyl)-2-nitroaniline were added 10% Pd/C (K-type, 50% water-containing product, 10.0 g) and toluene (100 mL). The mixture was stirred at 20-30° C. for 3 hr under a hydrogen pressure (0.1 MPa). Under a nitrogen stream, the catalyst was filtered off and the residue was washed with toluene (100 mL). Water in the filtrate was removed by partitioning, magnesium sulfate (25.0 g) was added at 20-30° C., and the mixture was stirred at the same temperature f... Reactants: S(=O)(Cl)Cl (thionyl chloride), [OH-].[Na+] (NaOH), S(O)(O)(=O)=O (sulfuric acid), FC1=C(C(=O)NC(C(=O)O)O)C(=CC=C1)F ([(2,6-difluorobenzoyl)amino]hydroxyacetic acid), OC(C(=O)O)NC(=O)C1=CC=CC=C1 (α-hydroxyhippuric acid), C(C=O)(=O)O (glyoxylic acid), FC1=C(C(=O)N)C(=CC=C1)F (2,6-difluorobenzamide), CN(C(SC1=CC=C(C=C1)C1=CC=CC=C1)=O)C (S-([1,1'-biphenyl]4-yl) dimethylcarbamothioate). The solvent is CO (methanol). Run at time 2 hour. The product is FC1=C(C(=O)NC(C(=O)OC)C2=CC=C(C=C2)C2=CC=C(C=C2)SC(=O)N(C)C)C(=CC=C1)F (methyl α-[(2,6-difluorobenzoyl)amino]-4'-[[(dimethylamino)-carbonyl]thio][1,1'-biphenyl]-4-acetate). As a reaction SMILES: S(=O)(=O)(O)O.[F:6][C:7]1[CH:20]=[CH:19][CH:18]=[C:17]([F:21])[C:8]=1[C:9]([NH:11][CH:12](O)[C:13]([OH:15])=[O:14])=[O:10].O[CH:23](NC(C1C=CC=CC=1)=O)C(O)=O.C(O)(=O)C=O.FC1C=CC=C(F)C=1C(N)=O.[CH3:52][N:53]([CH3:69])[C:54](=[O:68])[S:55][C:56]1[CH:61]=[CH:60][C:59]([C:62]2[CH:67]=[CH:66][CH:65]=[CH:64][CH:63]=2)=[CH:58][CH:57]=1.S(Cl)(Cl)=O.[OH-].[Na+]>CO>[F:6][C:7]1[CH:20]=[CH:19][CH:18]=[C:17]([F:21])[C:8]=1[C:9]([NH:11][CH:12]([C:65]1[CH:64]=[CH:63][C:62]([C:59]2[CH:60]=[CH:61][C:56]([S:55][C:54]([N:53]([CH3:69])[CH3:52])=[O:68])=[CH:57][CH:58]=2)=[CH:67][CH:66]=1)[C:13]([O:15][CH3:23])=[O:14])=[O:10] |f:7.8|. Reported procedure: To 10 mL of concentrated sulfuric acid was added 2.31 g of [(2,6-difluorobenzoyl)amino]hydroxyacetic acid (prepared as for the known α-hydroxyhippuric acid from glyoxylic acid and 2,6-difluorobenzamide) and 2.50 g of S-([1,1'-biphenyl]4-yl) dimethylcarbamothioate, and this mixture was stirred for 2 h and poured over ice. The yellow precipitate was collected and washed with water, dissolved in ethyl acetate, and dried over magnesium sulfate. This solution was concentrated until a white precipitat... Reactants: C(\C=C\C)(=O)Cl ((E)-but-2-enoyl chloride), [Li]CCCC (nBuLi), CCCCCC (hexane), C(C1=CC=CC=C1)[C@@H]1NC(OC1)=O ((S)-4-Benzyloxazolidin-2-one), C1CCOC1 (THF). Reaction conditions: temperature -78 celsius, time 30 minute. The product is C[C@@H]1[C@H](CC[C@@H](C1)C)C(=O)O ((1S,2S,4S)-2,4-dimethylcyclohexanecarboxylic acid). Yield: 79.0%. Reaction SMILES: [CH2:1]([C@H:8]1COC(=O)N1)[C:2]1[CH:7]=CC=C[CH:3]=1.[Li]CCCC.CCCCCC.[C:25](Cl)(=[O:29])/[CH:26]=[CH:27]/[CH3:28].C1C[O:34]CC1>>[CH3:28][C@H:27]1[CH2:3][C@@H:2]([CH3:7])[CH2:1][CH2:8][C@@H:26]1[C:25]([OH:29])=[O:34]. Procedure details: (S)-4-Benzyloxazolidin-2-one (35 g, 0.2 mol) was dissolved in THF (500 mL) and cooled to −78° C. A solution of nBuLi in hexane (80 mL, 0.2 mol) was added dropwise. The solution was stirred at this temperature for 30 min and then (E)-but-2-enoyl chloride (19 mL, 0.2 mol) was added slowly. The cold bath was removed and the reaction was allowed to stir at room temperature for 1 h, whereupon saturated NH4Cl solution (200 mL) was added. Most of the THF was removed under vacuum and the mixture was par... Run in O (water), C(C)O (ethanol). The yield is 80.3%. The reactants are BrC1=CC=C(C(=C1C=O)F)OCC1CCC(CC1)CCC (6-bromo-2-fluoro-3-((4-propylcyclohexyl)methoxy)benzaldehyde), C(C)OC1=C(C(=C(C=C1)B(O)O)C=O)F ((4-ethoxy-3-fluoro-2-formylphenyl)boronic acid), C([O-])([O-])=O.[K+].[K+] (potassium carbonate), C1(=CC=CC=C1)C (toluene). The reagents and catalysts are CCCC[N+](CCCC)(CCCC)CCCC.[Br-] (TBAB), C=1C=CC(=CC1)[P](C=2C=CC=CC2)(C=3C=CC=CC3)[Pd]([P](C=4C=CC=CC4)(C=5C=CC=CC5)C=6C=CC=CC6)([P](C=7C=CC=CC7)(C=8C=CC=CC8)C=9C=CC=CC9)[P](C=1C=CC=CC1)(C=1C=CC=CC1)C=1C=CC=CC1 (tetrakis(triphenylphosphine)palladium). RXN SMILES: Br[C:2]1[C:7]([CH:8]=[O:9])=[C:6]([F:10])[C:5]([O:11][CH2:12][CH:13]2[CH2:18][CH2:17][CH:16]([CH2:19][CH2:20][CH3:21])[CH2:15][CH2:14]2)=[CH:4][CH:3]=1.[CH2:22]([O:24][C:25]1[CH:30]=[CH:29][C:28](B(O)O)=[C:27]([CH:34]=[O:35])[C:26]=1[F:36])[CH3:23].C(=O)([O-])[O-].[K+].[K+].C1(C)C=CC=CC=1>CCCC[N+](CCCC)(CCCC)CCCC.[Br-].C1C=CC([P]([Pd]([P](C2C=CC=CC=2)(C2C=CC=CC=2)C2C=CC=CC=2)([P](C2C=CC=CC=2)(C2C=CC=CC=2)C2C=CC=CC=2)[P](C2C=CC=CC=2)(C2C=CC=CC=2)C2C=CC=CC=2)(C2C=CC=CC=2)C2C=CC=CC=2)=CC=1.O.C(O)C>[CH2:22]([O:24][C:25]1[C:26]([F:36])=[C:27]([CH:34]=[O:35])[C:28]([C:2]2[C:7]([CH:8]=[O:9])=[C:6]([F:10])[C:5]([O:11][CH2:12][CH:13]3[CH2:18][CH2:17][CH:16]([CH2:19][CH2:20][CH3:21])[CH2:15][CH2:14]3)=[CH:4][CH:3]=2)=[CH:29][CH:30]=1)[CH3:23] |f:2.3.4,6.7,^1:71,73,92,111|. Reported procedure: Under a nitrogen atmosphere, a mixture of compound (62) (4.20 g, 11.76 mmol), compound (55) (2.74 g, 12.93 mmol) prepared in Example 1, tetrakis(triphenylphosphine)palladium (0.14 g, 0.121 mmol), potassium carbonate (3.25 g, 23.51 mmol) and TBAB (0.76 g, 2.351 mmol) was refluxed in a toluene (20 mL)-ethanol (10 mL)-water (50 mL) solvent for 5 hours. The reaction mixture was extracted with 20 mL of toluene three times, combined organic layers were washed with water and saturated brine, and then d... Yields the product C(C)OC=1C(=C(C(=CC1)C=1C(=C(C(=CC1)OCC1CCC(CC1)CCC)F)C=O)C=O)F (4-ethoxy-3,3′-difluoro-4′-((4-propylcyclohexyl)methoxy)-[1,1′-biphenyl]-2,2′-dicarboaldehyde). Starting materials: CNCCOC, O=C(O)c1cccc(-c2nc(N3CCOCC3)nc3c2CCN3c2cccnc2)c1. Product: COCCN(C)C(=O)c1cccc(-c2nc(N3CCOCC3)nc3c2CCN3c2cccnc2)c1. Reaction SMILES: [CH3:31][O:32][CH2:33][CH2:34][NH:35][CH3:36].[O:1]1[CH2:2][CH2:3][N:4]([c:7]2[n:8][c:9](-[c:22]3[cH:23][c:24]([C:25](=[O:26])[OH:27])[cH:28][cH:29][cH:30]3)[c:10]3[c:11]([n:12]2)[N:13]([c:16]2[cH:17][n:18][cH:19][cH:20][cH:21]2)[CH2:14][CH2:15]3)[CH2:5][CH2:6]1>>[O:1]1[CH2:2][CH2:3][N:4]([c:7]2[n:8][c:9](-[c:22]3[cH:23][c:24]([C:25](=[O:26])[N:35]([CH2:34][CH2:33][O:32][CH3:31])[CH3:36])[cH:28][cH:29][cH:30]3)[c:10]3[c:11]([n:12]2)[N:13]([c:16]2[cH:17][n:18][cH:19][cH:20][cH:21]2)[CH2:14][CH2:15]3)[CH2:5][CH2:6]1. Reactants: BrC=1C=CC=2C(=NO[N+]2[O-])C1OC (5-bromo-4-methoxybenzofurazanoxide). Reagents/catalysts: [Pd] (Pd/C). Solvent: CCOC(=O)C (EtOAc). Run at time 8 hour. Yields the product BrC=1C(=C(C(=CC1)N)N)OC (4-bromo-3-methoxy-benzene-1,2-diamine). Yield: 63.9%. Reaction SMILES: [Br:1][C:2]1[CH:3]=[CH:4][C:5]2[C:6]([C:11]=1[O:12][CH3:13])=[N:7]O[N+:9]=2[O-]>CCOC(C)=O.[Pd]>[Br:1][C:2]1[C:11]([O:12][CH3:13])=[C:6]([NH2:7])[C:5]([NH2:9])=[CH:4][CH:3]=1. Reported procedure: A 2 L Parr shaker bottle was dried and cooled under a stream of nitrogen then charged with 5-bromo-4-methoxybenzofurazanoxide (100 g, 0.44 mol, 1.0 equiv.) in EtOAc (1 L) and 10% Pd/C (10% w/w, 10.0 g) was added. The reaction was then stirred at RT overnight under hydrogen. The reaction mixture was filtered through a Celite® pad and concentrated in vacuo to afford 4-bromo-3-methoxy-benzene-1,2-diamine (61.0 g, crude) as a dark brown semi solid. The crude material was taken directly to the next s...